Dataset: the Open Reaction Database (ORD), a public repository of structured organic reaction records. Task: describe an organic reaction: reactants, conditions, products, and yield The reactants are FC1=CC=C(C=C1)C(O)(C1CCNCC1)C1=CC=C(C=C1)F (α,α-bis(4-fluorophenyl)-4-piperidinemethanol), BrCCCCCC(=O)N(C)C (6-bromo-N,N-dimethylhexanamide), C([O-])([O-])=O.[Na+].[Na+] (sodium carbonate), [I-].[K+] (potassium iodide). Solvent: CN(C=O)C (N,N-dimethylformamide), O (water). Run at time 16 hour. The product is C(C(=O)O)(=O)O.FC1=CC=C(C=C1)C(C1CCN(CC1)CCCCCC(=O)N(C)C)(O)C1=CC=C(C=C1)F (4-[Bis(4-fluorophenyl)hydroxymethyl]-N,N-dimethyl-1-piperidinehexanamide ethanedioate). Isolated yield 141.0%. As a reaction SMILES: [F:1][C:2]1[CH:7]=[CH:6][C:5]([C:8]([C:16]2[CH:21]=[CH:20][C:19]([F:22])=[CH:18][CH:17]=2)([CH:10]2[CH2:15][CH2:14][NH:13][CH2:12][CH2:11]2)[OH:9])=[CH:4][CH:3]=1.Br[CH2:24][CH2:25][CH2:26][CH2:27][CH2:28][C:29]([N:31]([CH3:33])[CH3:32])=[O:30].[C:34](=[O:37])([O-:36])[O-].[Na+].[Na+].[I-].[K+]>CN(C)C=O.O>[C:8]([OH:9])(=[O:30])[C:34]([OH:36])=[O:37].[F:1][C:2]1[CH:7]=[CH:6][C:5]([C:8]([C:16]2[CH:17]=[CH:18][C:19]([F:22])=[CH:20][CH:21]=2)([OH:9])[CH:10]2[CH2:11][CH2:12][N:13]([CH2:24][CH2:25][CH2:26][CH2:27][CH2:28][C:29]([N:31]([CH3:33])[CH3:32])=[O:30])[CH2:14][CH2:15]2)=[CH:4][CH:3]=1 |f:2.3.4,5.6,9.10|. Procedure details: A mixture of 4.0 g (0.013 mole) of α,α-bis(4-fluorophenyl)-4-piperidinemethanol, 3.5 g (0.016 mole) of 6-bromo-N,N-dimethylhexanamide, 5.5 g (0.052 mole) of anhydrous sodium carbonate and 0.3 g (0.002 mole) of potassium iodide in 50 mL of N,N-dimethylformamide was stirred at ambient temperature for 16 h. The mixture was poured into 1 L of water and extracted twice with 250 mL of ethyl acetate. The combined ethyl acetate fractions were washed with water and brine, dried (MgSO4) and concentrated u...